From a dataset of the Open Reaction Database (ORD), a public repository of structured organic reaction records. describe an organic reaction: reactants, conditions, products, and yield The reactants are BrC1=C(C=C(C=C1C)CCC=O)C (3-(4-bromo-3,5-dimethylphenyl)propanal), C[Mg]Br (methylmagnesium bromide), solution. Run in O1CCCC1 (tetrahydrofurane), O1CCCC1.C1(=CC=CC=C1)C (tetrahydrofurane toluene). Conditions: time 30 minute. Product: BrC1=C(C=C(C=C1C)CCC(C)O)C (4-(4-Bromo-3,5-dimethylphenyl)butan-2-ol). As a reaction SMILES: [Br:1][C:2]1[C:7]([CH3:8])=[CH:6][C:5]([CH2:9][CH2:10][CH:11]=[O:12])=[CH:4][C:3]=1[CH3:13].[CH3:14][Mg]Br>O1CCCC1.O1CCCC1.C1(C)C=CC=CC=1>[Br:1][C:2]1[C:7]([CH3:8])=[CH:6][C:5]([CH2:9][CH2:10][CH:11]([OH:12])[CH3:14])=[CH:4][C:3]=1[CH3:13] |f:3.4|. Procedure: To a solution of 3-(4-bromo-3,5-dimethylphenyl)propanal (120 mg) in tetrahydrofurane (2 mL) is added at 0° C. methylmagnesium bromide (800 μL of a 1.4 M solution in tetrahydrofurane/toluene 1:3). After stirring for 30 minutes the mixture is partitioned between saturated aqueous NH4Cl solution and diethylether. The organic phase is dried (MgSO4) and concentrated. The residue is chromatographed on silica gel (cyclohexane/ethyl acetate 99:1→70:30) to give the title compound. Yield: 130 mg; LC (meth...